This data is from the Open Reaction Database (ORD), a public repository of structured organic reaction records. The task is: describe an organic reaction: reactants, conditions, products, and yield Starting materials: ClC=1C=CC(=C(C(=O)OC)C1)O (methyl 5-chloro-2-hydroxy-benzoate), C(=O)([O-])[O-].[K+].[K+] (K2CO3), C(C1=CC=CC=C1)Br (benzyl bromide). Solvent: CC(=O)C (acetone). Product: C(C1=CC=CC=C1)(=O)OC1=C(C(=O)OC)C=C(C=C1)Cl (Methyl 2-benzoyloxy-5-chloro-benzoate). As a reaction SMILES: [Cl:1][C:2]1[CH:3]=[CH:4][C:5]([OH:12])=[C:6]([CH:11]=1)[C:7]([O:9][CH3:10])=[O:8].[C:13]([O-:16])([O-])=O.[K+].[K+].C(Br)[C:20]1[CH:25]=[CH:24][CH:23]=[CH:22][CH:21]=1>CC(C)=O>[C:13]([O:12][C:5]1[CH:4]=[CH:3][C:2]([Cl:1])=[CH:11][C:6]=1[C:7]([O:9][CH3:10])=[O:8])(=[O:16])[C:20]1[CH:25]=[CH:24][CH:23]=[CH:22][CH:21]=1 |f:1.2.3|. Reported procedure: A mixture of methyl 5-chloro-2-hydroxy-benzoate (2.5 g, 13.4 mmol), K2CO3 (3.7 g, 26.8 mmol) and benzyl bromide (2.98 g, 17.4 mmol) in acetone (30 ml) was refluxed for 12 hours. After cooling, acetone was evaporated. EtOAc (100 ml) was added and filtered. The organic layer was then washed with 1M HCl (1×80 ml), brine (2×80 ml) and dried with Na2SO4. After filtration and evaporation of the solvent, yellow semi-solids were obtained (3.2 g). 1H NMR (d6-acetone) δ=7.73 (1H, d); 7.60-7.30 (1H+5H, m);... Reactants: NC1=CC(=C(C(=O)NCC2CCN(CC2)CCCCCNCC2=CC=CC=C2)C=C1Cl)OC (4-Amino-N-((1-(5-benzylaminopentyl)piperidin-4-yl)methyl)-5-chloro-2-methoxybenzamide), C(C1=CC=CC=C1)=O (benzaldehyde), C(#N)[BH3-].[Na+] (sodium cyanoborohydride). Product: NC1=CC(=C(C(=O)NCC2CCN(CC2)CCCCCN(CC2=CC=CC=C2)CC2=CC=CC=C2)C=C1Cl)OC (4-amino-5-chloro-N-((1-(5-dibenzylaminopentyl)piperidin-4-yl)methyl)-2-methoxybenzamide). Yield: 22.7%. RXN SMILES: [NH2:1][C:2]1[C:30]([Cl:31])=[CH:29][C:5]([C:6]([NH:8][CH2:9][CH:10]2[CH2:15][CH2:14][N:13]([CH2:16][CH2:17][CH2:18][CH2:19][CH2:20][NH:21][CH2:22][C:23]3[CH:28]=[CH:27][CH:26]=[CH:25][CH:24]=3)[CH2:12][CH2:11]2)=[O:7])=[C:4]([O:32][CH3:33])[CH:3]=1.[CH:34](=O)[C:35]1[CH:40]=[CH:39][CH:38]=[CH:37][CH:36]=1.C([BH3-])#N.[Na+]>>[NH2:1][C:2]1[C:30]([Cl:31])=[CH:29][C:5]([C:6]([NH:8][CH2:9][CH:10]2[CH2:11][CH2:12][N:13]([CH2:16][CH2:17][CH2:18][CH2:19][CH2:20][N:21]([CH2:34][C:35]3[CH:40]=[CH:39][CH:38]=[CH:37][CH:36]=3)[CH2:22][C:23]3[CH:28]=[CH:27][CH:26]=[CH:25][CH:24]=3)[CH2:14][CH2:15]2)=[O:7])=[C:4]([O:32][CH3:33])[CH:3]=1 |f:2.3|. Reported procedure: 4-Amino-N-((1-(5-benzylaminopentyl)piperidin-4-yl)methyl)-5-chloro-2-methoxybenzamide (1.11 g) as starting compound, benzaldehyde (0.28 g) and sodium cyanoborohydride (0.33 g) were reacted and treated in the same manner as in Example 136 to give 0.3 g of 4-amino-5-chloro-N-((1-(5-dibenzylaminopentyl)piperidin-4-yl)methyl)-2-methoxybenzamide. Run at time 18 hour. RXN SMILES: [CH3:1][C:2]([CH3:6])=[CH:3][CH2:4][NH2:5].C[N:8](N=O)[C:9]([NH:11][N+:12]([O-:14])=[O:13])=N>CCO.O>[CH3:1][C:2]([CH3:6])=[CH:3][CH2:4][NH:5][C:9]([NH:11][N+:12]([O-:14])=[O:13])=[NH:8] |f:2.3|. The product is CC(=CCNC(=N)N[N+](=O)[O-])C (1-(3-methyl-2-butenyl)-3-nitroguanidine). Solvent: CCO.O (EtOH H2O). The reactants are CC(=CCN)C (3-methyl-2-butenylamine), CN(C(=N)N[N+](=O)[O-])N=O (1-methyl-3-nitro-1 -nitrosoguanidine). Reported procedure: 3-methyl-2-butenylamine (3.0 g) is added dropwise at room temperature to a slurry of 1-methyl-3-nitro-1 -nitrosoguanidine (4.3 g) in 50 ml of EtOH/H2O (1/1). After stirring the mixture at room temperature for 18 hours, the precipitate which forms is removed by filtration. The solid is then slurred with dilute hydrochloric acid, collected by filtration and washed with ethanol/water (30/70). Recrystallization from ethanol gives a white solid with mp 134°-136° C. Product: C(C)OC=1O[C@@H]2[C@H](N1)CC1=CC=CC=C12 ((±)cis-2-Ethoxy-3a,8b-dihydro4H-indeno[2,1-d]oxazole), solid. Solvent: O (water), C(C)O (ethanol). Procedure details: A solution of (±) trans-1-chloro-2-ethoxycarbonylaminoindane (B. J. Walker and P. J. Wrobel, J. Chem. Soc. Chem. Commun., 1980, 462)(4.0 g, 0.017 mol) in ethanol (125 ml) was treated with K2CO3 (2.4 g, 0.018 mol) and diluted with water (50 ml). After stirring at room temperature for 20 h, the reaction was concentrated under high vacuum to approximately one quarter the original volume, then diluted with water (25 ml) and extracted into diethyl ether (3×50 ml). The combined extracts were washed wi... As a reaction SMILES: Cl[C@@H:2]1[C:10]2[C:5](=[CH:6][CH:7]=[CH:8][CH:9]=2)[CH2:4][C@H:3]1[NH:11][C:12]([O:14][CH2:15][CH3:16])=[O:13].C([O-])([O-])=O.[K+].[K+]>C(O)C.O>[CH2:15]([O:14][C:12]1[O:13][C@H:2]2[C:10]3[C:5](=[CH:6][CH:7]=[CH:8][CH:9]=3)[CH2:4][C@H:3]2[N:11]=1)[CH3:16] |f:1.2.3|. Run at time 20 hour. Reactants: Cl[C@H]1[C@@H](CC2=CC=CC=C12)NC(=O)OCC ((±) trans-1-chloro-2-ethoxycarbonylaminoindane), C(=O)([O-])[O-].[K+].[K+] (K2CO3). Reactants: C(C)P(=O)(CC(=O)O)O (2-(ethylhydroxyphosphinyl)acetic acid), [O-]CCCC.[O-]CCCC.[O-]CCCC.[O-]CCCC.[Ti+4] (titanium tetrabutoxide). The solvent is C1(=CC=CC=C1)C (toluene). Yields the product [Ti+4].C(C)P(=O)(CC(=O)[O-])O.C(C)P(=O)(O)CC(=O)[O-].C(C)P(=O)(O)CC(=O)[O-].C(C)P(=O)(O)CC(=O)[O-] (2-(ethylhydroxyphosphinyl)acetic acid titanium salt). The yield is 102.4%. As a reaction SMILES: [CH2:1]([P:3]([OH:9])([CH2:5][C:6]([OH:8])=[O:7])=[O:4])[CH3:2].[O-]CCCC.[O-]CCCC.[O-]CCCC.[O-]CCCC.[Ti+4:30]>C1(C)C=CC=CC=1>[Ti+4:30].[CH2:1]([P:3]([OH:9])([CH2:5][C:6]([O-:8])=[O:7])=[O:4])[CH3:2].[CH2:1]([P:3]([CH2:5][C:6]([O-:8])=[O:7])([OH:9])=[O:4])[CH3:2].[CH2:1]([P:3]([CH2:5][C:6]([O-:8])=[O:7])([OH:9])=[O:4])[CH3:2].[CH2:1]([P:3]([CH2:5][C:6]([O-:8])=[O:7])([OH:9])=[O:4])[CH3:2] |f:1.2.3.4.5,7.8.9.10.11|. Procedure details: 152 g (1 mol) of 2-(ethylhydroxyphosphinyl)acetic acid (produced as in Example 10) and 170 g of titanium tetrabutoxide are refluxed in 500 ml of toluene for 40 hours. The resulting butanol is distilled off from time to time with proportions of toluene. The solution formed is subsequently freed of solvent to leave 167 g (96% of theory) of 2-(ethylhydroxyphosphinyl)acetic acid titanium salt. The reactants are BrC1=NC=C(C(=N1)NC1=NNC(=C1)C(C)(C)C)Cl (2-bromo-N-(5-tert-butyl-1H-pyrazol-3-yl)-5-chloropyrimidin-4-amine), PdCl2(dppf)CH2Cl2, C(C)(C)(C)NS(=O)(=O)C=1SC(=CC1)B1OC(C(O1)(C)C)(C)C (N-tert-butyl-5-(4,4,5,5-tetramethyl-1,3,2-dioxaborolan-2-yl)thiophene-2-sulfonamide), C(=O)([O-])[O-].[Na+].[Na+] (Na2CO3). The solvent is O1CCOCC1 (dioxane). Reaction conditions: temperature 95 celsius. The product is C(C)(C)(C)NS(=O)(=O)C=1SC(=CC1)C1=NC=C(C(=N1)NC1=NNC(=C1)C(C)(C)C)Cl (N-tert-butyl-5-(4-(5-tert-butyl-1H-pyrazol-3-ylamino)-5-chloropyrimidin-2-yl)thiophene-2-sulfonamide). Yield: 23.3%. As a reaction SMILES: Br[C:2]1[N:7]=[C:6]([NH:8][C:9]2[CH:13]=[C:12]([C:14]([CH3:17])([CH3:16])[CH3:15])[NH:11][N:10]=2)[C:5]([Cl:18])=[CH:4][N:3]=1.[C:19]([NH:23][S:24]([C:27]1[S:28][C:29](B2OC(C)(C)C(C)(C)O2)=[CH:30][CH:31]=1)(=[O:26])=[O:25])([CH3:22])([CH3:21])[CH3:20].C([O-])([O-])=O.[Na+].[Na+]>O1CCOCC1>[C:19]([NH:23][S:24]([C:27]1[S:28][C:29]([C:2]2[N:7]=[C:6]([NH:8][C:9]3[CH:13]=[C:12]([C:14]([CH3:17])([CH3:16])[CH3:15])[NH:11][N:10]=3)[C:5]([Cl:18])=[CH:4][N:3]=2)=[CH:30][CH:31]=1)(=[O:25])=[O:26])([CH3:22])([CH3:20])[CH3:21] |f:2.3.4|. Procedure details: A mixture of 2-bromo-N-(5-tert-butyl-1H-pyrazol-3-yl)-5-chloropyrimidin-4-amine (250 mg, 0.87 mmol), PdCl2(dppf)CH2Cl2 (106 mg, 0.13 mmol, 0.15 eq), N-tert-butyl-5-(4,4,5,5-tetramethyl-1,3,2-dioxaborolan-2-yl)thiophene-2-sulfonamide (336 mg, 1.13 mmol, 1.3 eq), Na2CO3 (323 mg, 3.18 mmol, 3.5 equiv.) in dioxane was heated at 95° C. for 2 h under N. The reaction mixture was cooled to room temperature, and extracted with THF. The combined layers were concentrated and purified by silica gel chromato... The reactants are Cl.ClCCN1CCOCC1 (N-(2-chloroethyl)morpholine hydrochloride), C(=O)([O-])[O-].[K+].[K+] (K2CO3), OC1=CC=C(C=O)C=C1 (4-hydroxybenzaldehyde), C(=O)([O-])[O-].[K+].[K+] (K2CO3), Cl.ClCCN1CCOCC1 (N-(2-chloroethyl)morpholine hydrochloride). Run in C(C)#N (acetonitrile). Product: N1(CCOCC1)CCOC1=CC=C(C=O)C=C1 (4-[2-(4-morpholinyl)ethoxy]benzaldehyde). Isolated yield 82.4%. As a reaction SMILES: [OH:1][C:2]1[CH:9]=[CH:8][C:5]([CH:6]=[O:7])=[CH:4][CH:3]=1.C([O-])([O-])=O.[K+].[K+].Cl.Cl[CH2:18][CH2:19][N:20]1[CH2:25][CH2:24][O:23][CH2:22][CH2:21]1>C(#N)C>[N:20]1([CH2:19][CH2:18][O:1][C:2]2[CH:9]=[CH:8][C:5]([CH:6]=[O:7])=[CH:4][CH:3]=2)[CH2:25][CH2:24][O:23][CH2:22][CH2:21]1 |f:1.2.3,4.5|. Reported procedure: To a solution of 4-hydroxybenzaldehyde (4.04 g, 33.08 mmol), in acetonitrile (50 ml) was added K2CO3 (10.1 g), followed by N-(2-chloroethyl)morpholine hydrochloride (6.16 g). The reaction mixture was heated to reflux overnight, additional N-(2-chloroethyl)morpholine hydrochloride (0.6 g) and K2CO3 (0.5 g) were added and the mixture was refluxed for another 3 hours. The reaction mixture was cooled to room temperature, filtered, and the filtrate was treated with DARCO®, filtered and the solvent wa...